This data is from the Open Reaction Database (ORD), a public repository of structured organic reaction records. The task is: describe an organic reaction: reactants, conditions, products, and yield Starting materials: CN1N=CCC2=C1N=CN=C2C2=CC=CC=C2 (1-methyl-5-phenyl-1,4-dihydropyrimido[4,5-c]pyridazine), [BH4-].[Na+] (sodium borohydride), B(O)(O)O (boric acid). Solvent: CO (methanol). Reaction conditions: time 24 hour. The product is CN1NCCC2=C1N=CN=C2C2=CC=CC=C2 (1-methyl-5-phenyl-1,2,3,4-tetrahydropyrimido[4,5-c]pyridazine). Yield: 36.8%. Reaction SMILES: [CH3:1][N:2]1[C:7]2[N:8]=[CH:9][N:10]=[C:11]([C:12]3[CH:17]=[CH:16][CH:15]=[CH:14][CH:13]=3)[C:6]=2[CH2:5][CH:4]=[N:3]1.[BH4-].[Na+].B(O)(O)O>CO>[CH3:1][N:2]1[C:7]2[N:8]=[CH:9][N:10]=[C:11]([C:12]3[CH:17]=[CH:16][CH:15]=[CH:14][CH:13]=3)[C:6]=2[CH2:5][CH2:4][NH:3]1 |f:1.2|. Procedure details: To a stirred solution of 1-methyl-5-phenyl-1,4-dihydropyrimido[4,5-c]pyridazine (350 mg) in dry methanol (15.0 mL), sodium borohydride (296 mg, 7.81 mmol) was added slowly, followed by boric acid (480 mg) under nitrogen atmosphere at 0° C. The reaction mixture was stirred at room temperature for 24 hours and solvents were removed under reduced pressure. The resulting oil was diluted with dichloromethane (50 mL), washed with 10% NaHCO3 (10 mL) and brine (10 mL). The organic layer was dried over a... Reactants: C(C)OC(=O)C1=CC=CC=2N1C=CN2 (5-ethoxycarbonylimidazo[1,2-a]pyridine), [I-].CC=[N+]=CC (N,N-dimethylmethyleneammonium iodide), C(C)#N (acetonitrile). The product is CN(C)CC1=CN=C2N1C(=CC=C2)C(=O)OCC (3-Dimethylaminomethyl-5-ethoxycarbonylimidazo[1,2-a]pyridine). Reaction SMILES: [CH2:1]([O:3][C:4]([C:6]1[N:11]2[CH:12]=[CH:13][N:14]=[C:10]2[CH:9]=[CH:8][CH:7]=1)=[O:5])[CH3:2].[I-].C[CH:17]=[N+:18]=[CH:19]C.[C:21](#N)C>>[CH3:17][N:18]([CH2:19][C:12]1[N:11]2[C:6]([C:4]([O:3][CH2:1][CH3:2])=[O:5])=[CH:7][CH:8]=[CH:9][C:10]2=[N:14][CH:13]=1)[CH3:21] |f:1.2|. Reported procedure: To a solution of 1.90 g (10.0 mmol) of 5-ethoxycarbonylimidazo[1,2-a]pyridine in 40 ml of acetonitrile was added 2.41 g (13.0 mmol) of N,N-dimethylmethyleneammonium iodide. The mixture was heated for two hours under reflux. The solvent was distilled off. To the residue was added methylene chloride. The mixture was washed with an aqueous solution of sodium thiosulfate and an aqueous solution of sodium hydrogencarbonate, successively, dried over anhydrous magnesium sulfate. The solvent was distill... The yield is 118.7%. Product: CCOC(=O)OC(C)OC(=O)[C@H]1C(S[C@H]2N1C(=O)[C@H]2NC(=O)[C@@H](C=3C=CC=CC3)N)(C)C (Bacampicillin). Reported procedure: To a stirred suspension of dicyclohexylammonium 6β-bromopenicillanate (46.15 g, 100 mmol; as prepared in Example 3c, 1st crop) in water (800 ml) was added dropwise during 75 minutes a solution of bacampicillin hydrochloride (60.24 g, 120 mmol) in water (800 ml). After stirring for an additional 2 hours, the crystals were filtered off, washed with water (2×150 ml) followed by hexane (2×250 ml), and dried to yield 66.3 g (85.8%) of the desired compound. The solvent is O (water), O (water). Run at time 2 hour. The reactants are C1(CCCCC1)[NH2+]C1CCCCC1 (dicyclohexylammonium), CCOC(=O)OC(C)OC(=O)[C@H]1C(S[C@H]2N1C(=O)[C@H]2NC(=O)[C@@H](C=3C=CC=CC3)N)(C)C.Cl (bacampicillin hydrochloride). As a reaction SMILES: C1([NH2+]C2CCCCC2)CCCCC1.[CH3:14][CH2:15][O:16][C:17]([O:19][CH:20]([O:22][C:23]([C@@H:25]1[N:29]2[C:30]([C@@H:32]([NH:33][C:34]([C@H:36]([NH2:43])[C:37]3[CH:38]=[CH:39][CH:40]=[CH:41][CH:42]=3)=[O:35])[C@H:28]2[S:27][C:26]1([CH3:45])[CH3:44])=[O:31])=[O:24])[CH3:21])=[O:18].Cl>O>[CH3:14][CH2:15][O:16][C:17]([O:19][CH:20]([O:22][C:23]([C@@H:25]1[N:29]2[C:30]([C@@H:32]([NH:33][C:34]([C@H:36]([NH2:43])[C:37]3[CH:42]=[CH:41][CH:40]=[CH:39][CH:38]=3)=[O:35])[C@H:28]2[S:27][C:26]1([CH3:45])[CH3:44])=[O:31])=[O:24])[CH3:21])=[O:18] |f:1.2|.